Dataset: the Open Reaction Database (ORD), a public repository of structured organic reaction records. Task: describe an organic reaction: reactants, conditions, products, and yield Starting materials: C(=C)C=1C=C2CCC=3C(=NOC3C2=CC1)C(=O)OC (methyl 7-vinyl-4,5-dihydronaphtho[2,1-d]isoxazole-3-carboxylate), I(=O)(=O)(=O)[O-].[Na+] (Sodium periodate), C[N+]1(CCOCC1)[O-] (N-methylmorpholine-N-oxide). Reagents/catalysts: O (water). The solvent is O (water), [Os](=O)(=O)(=O)=O (osmium tetroxide), C1CCOC1 (THF), O (Water), O (water). Run at time 8 hour. Yields the product C(=O)C=1C=C2CCC=3C(=NOC3C2=CC1)C(=O)OC (Methyl 7-formyl-4,5-dihydronaphtho[2,1-d]isoxazole-3-carboxylate). Reaction SMILES: [CH:1]([C:3]1[CH:4]=[C:5]2[C:13](=[CH:14][CH:15]=1)[C:12]1[O:11][N:10]=[C:9]([C:16]([O:18][CH3:19])=[O:17])[C:8]=1[CH2:7][CH2:6]2)=C.C[N+]1([O-])CC[O:24]CC1.I([O-])(=O)(=O)=O.[Na+]>C1COCC1.[Os](=O)(=O)(=O)=O.O>[CH:1]([C:3]1[CH:4]=[C:5]2[C:13](=[CH:14][CH:15]=1)[C:12]1[O:11][N:10]=[C:9]([C:16]([O:18][CH3:19])=[O:17])[C:8]=1[CH2:7][CH2:6]2)=[O:24] |f:2.3|. Procedure details: To a clear solution of methyl 7-vinyl-4,5-dihydronaphtho[2,1-d]isoxazole-3-carboxylate (Preparation 45B, 65 mg, 0.255 mmol) in THF (4 mL) were sequentially added N-methylmorpholine-N-oxide in water (0.084 mL, 0.407 mmol) and osmium tetroxide in water (0.062 mL, 10.19 μmol) at room temperature. The solution was stirred vigorously at room temperature overnight. Sodium periodate (109 mg, 0.509 mmol) in water (1 mL) was added and the mixture was stirred at room temperature under nitrogen for two hou... Reactants: 171.2, O=C1CCN(CC1)C(=O)OCC (ethyl 4-oxo-1-piperidinecarboxylate), ClC1=CC=C(C=C1)N (4-chlorobenzeneamine), CC1=CC=CC=C1 (methylbenzene), CC1=CC=C(C=C1)S(=O)(=O)O (4-methylbenzenesulfonic acid). Yields the product 192, ClC1=CC=C(C=C1)N=C1CCN(CC1)C(=O)OCC (ethyl 4-[(4-chlorophenyl)imino]-1-piperidine-carboxylate). Solvent: O (water). As a reaction SMILES: O=[C:2]1[CH2:7][CH2:6][N:5]([C:8]([O:10][CH2:11][CH3:12])=[O:9])[CH2:4][CH2:3]1.[Cl:13][C:14]1[CH:19]=[CH:18][C:17]([NH2:20])=[CH:16][CH:15]=1.CC1C=CC=CC=1.CC1C=CC(S(O)(=O)=O)=CC=1>O>[Cl:13][C:14]1[CH:19]=[CH:18][C:17]([N:20]=[C:2]2[CH2:7][CH2:6][N:5]([C:8]([O:10][CH2:11][CH3:12])=[O:9])[CH2:4][CH2:3]2)=[CH:16][CH:15]=1. Procedure details: A mixture of 171.2 parts of ethyl 4-oxo-1-piperidinecarboxylate, 159.5 parts of 4-chlorobenzeneamine, 1520 parts of anhydrous methylbenzene and a few crystals of 4-methylbenzenesulfonic acid is stirred and refluxed for 7 hours. (The reaction vessel is provided with a reflux-condensor and water-separator). The methylbenzene is evaporated and the oily residue is distilled in vacuo, yielding 192 parts of oily ethyl 4-[(4-chlorophenyl)imino]-1-piperidine-carboxylate; bp. 171°-176° C. at 0.4 mm. pres... Starting materials: C([O-])([O-])=O.[K+].[K+] (potassium carbonate), C(\C=C\C(=O)[O-])(=O)[O-] (Fumarate), ClCCCOC=1C(=CC2=C(C3=C(C(O2)=O)CCC3)C1)OC (8-(3-chloropropoxy)-2,3-dihydro-7-methoxy-cyclopenta[c][1]benzopyran-4(1H)-one), Br.Br.OC1=C(C=CC=C1)N1CCNCC1 (1-(2-hydroxyphenyl)piperazine dihydrobromide). Solvent: C(C)O (ethanol), C(Cl)(Cl)Cl (chloroform), CC(=O)C (acetone). The product is OC1=C(C=CC=C1)N1CCN(CC1)CCCOC=1C(=CC2=C(C3=C(C(O2)=O)CCC3)C1)OC (2,3-dihydro-8-{3-[4-(2-hydroxyphenyl)-1-piperazinyl]propoxy}-7-methoxy-cyclopenta[c][1]benzopyran-4(1H)-one). Isolated yield 54.0%. Reaction SMILES: C(=O)([O-])[O-].[K+].[K+].Cl[CH2:8][CH2:9][CH2:10][O:11][C:12]1[C:13]([O:26][CH3:27])=[CH:14][C:15]2[O:20][C:19](=[O:21])[C:18]3[CH2:22][CH2:23][CH2:24][C:17]=3[C:16]=2[CH:25]=1.Br.Br.[OH:30][C:31]1[CH:36]=[CH:35][CH:34]=[CH:33][C:32]=1[N:37]1[CH2:42][CH2:41][NH:40][CH2:39][CH2:38]1.C([O-])(=O)/C=C/C([O-])=O>CC(C)=O.C(O)C.C(Cl)(Cl)Cl>[OH:30][C:31]1[CH:36]=[CH:35][CH:34]=[CH:33][C:32]=1[N:37]1[CH2:42][CH2:41][N:40]([CH2:8][CH2:9][CH2:10][O:11][C:12]2[C:13]([O:26][CH3:27])=[CH:14][C:15]3[O:20][C:19](=[O:21])[C:18]4[CH2:22][CH2:23][CH2:24][C:17]=4[C:16]=3[CH:25]=2)[CH2:39][CH2:38]1 |f:0.1.2,4.5.6|. Procedure details: Method A (40 h at 50° C.; 4 equivalents of potassium carbonate); starting materials: 8-(3-chloropropoxy)-2,3-dihydro-7-methoxy-cyclopenta[c][1]benzopyran-4(1H)-one (example 83) and 1-(2-hydroxyphenyl)piperazine dihydrobromide; yield 54%; fusion point 136°-139° C. (from chloroform and ethanol). Fumarate: method E; yield 84%; fusion point 196°-199° C. (from acetone). Reactants: FC(C1=CC=C(C=C1)N=C=O)(F)F (4-trifluoromethyl-phenyl isocyanate), [N+](=O)([O-])C1=CC=C(C=C1)N1CC(CCC1)N[C@H]1[C@@H](CCCC1)N ((1R,2R)—N1-(1-(4-nitrophenyl)piperidin-3-yl)cyclohexane-1,2-diamine). Yields the product [N+](=O)([O-])C1=CC=C(C=C1)N1C[C@H](CCC1)N[C@H]1[C@@H](CCCC1)NC(=O)NC1=CC=C(C=C1)C(F)(F)F (1-((1R,2R)-2-((S)-1-(4-nitrophenyl)piperidin-3-ylamino)cyclohexyl)-3-(4-(trifluoromethyl)phenyl)urea). The yield is 5.7%. As a reaction SMILES: [F:1][C:2]([F:13])([F:12])[C:3]1[CH:8]=[CH:7][C:6]([N:9]=[C:10]=[O:11])=[CH:5][CH:4]=1.[N+:14]([C:17]1[CH:22]=[CH:21][C:20]([N:23]2[CH2:28][CH2:27][CH2:26][CH:25]([NH:29][C@@H:30]3[CH2:35][CH2:34][CH2:33][CH2:32][C@H:31]3[NH2:36])[CH2:24]2)=[CH:19][CH:18]=1)([O-:16])=[O:15]>>[N+:14]([C:17]1[CH:18]=[CH:19][C:20]([N:23]2[CH2:28][CH2:27][CH2:26][C@H:25]([NH:29][C@@H:30]3[CH2:35][CH2:34][CH2:33][CH2:32][C@H:31]3[NH:36][C:10]([NH:9][C:6]3[CH:5]=[CH:4][C:3]([C:2]([F:12])([F:13])[F:1])=[CH:8][CH:7]=3)=[O:11])[CH2:24]2)=[CH:21][CH:22]=1)([O-:16])=[O:15]. Reported procedure: 1-((1R,2R)-2-((S)-1-(4-Nitrophenyl)piperidin-3-ylamino)cyclohexyl)-3-(4-(trifluoromethyl)phenyl)urea was synthesized as described in General Procedure F using 4-trifluoromethyl-phenyl isocyanate (13 mg, 0.069 mmol) and (1R,2R)—N1-(1-(4-nitrophenyl)piperidin-3-yl)cyclohexane-1,2-diamine (30 mg, 0.069 mmol) to give 1-((1R,2R)-2-((S)-1-(4-nitrophenyl)piperidin-3-ylamino)cyclohexyl)-3-(4-(trifluoromethyl)phenyl)urea as a yellow solid (2.0 mg, 54% yield). Anal. Calcd. for C25H30F3N5O3 m/z 505.5, foun... Reactants: CC(C)(C)OC(=O)NC1CCCC1C(N)=O, CCOC(C)=O, Clc1nc(Cl)nc(Cl)n1, CN(C)C=O. Product: CC(C)(C)OC(=O)NC1CCCC1C#N. RXN SMILES: [C:1]([NH2:2])(=[O:3])[CH:4]1[CH:5]([NH:9][C:10]([O:11][C:12]([CH3:13])([CH3:14])[CH3:15])=[O:16])[CH2:6][CH2:7][CH2:8]1.[CH3:31][CH2:32][O:33][C:34](=[O:35])[CH3:36].[Cl:22][c:23]1[n:24][c:25]([Cl:26])[n:27][c:28]([Cl:29])[n:30]1.[O:17]=[CH:18][N:19]([CH3:20])[CH3:21]>>[C:1](#[N:2])[CH:4]1[CH:5]([NH:9][C:10]([O:11][C:12]([CH3:13])([CH3:14])[CH3:15])=[O:16])[CH2:6][CH2:7][CH2:8]1. Starting materials: NC1=CC(=CC=2NC(NC21)=O)C(F)(F)F (4-Amino-6-trifluoromethyl-1,3-dihydro-benzoimidazol-2-one), FC=1C=C(C(=O)O)C=C(C1F)F (3,4,5-trifluoro-benzoic acid). Product: FC=1C=C(C(=O)NC2=CC(=CC=3NC(NC32)=O)C(F)(F)F)C=C(C1F)F (3,4,5-Trifluoro-N-(2-oxo-6-trifluoromethyl-2,3-dihydro-1H-benzoimidazol-4-yl)-benzamide). As a reaction SMILES: [NH2:1][C:2]1[C:10]2[NH:9][C:8](=[O:11])[NH:7][C:6]=2[CH:5]=[C:4]([C:12]([F:15])([F:14])[F:13])[CH:3]=1.[F:16][C:17]1[CH:18]=[C:19]([CH:23]=[C:24]([F:27])[C:25]=1[F:26])[C:20](O)=[O:21]>>[F:16][C:17]1[CH:18]=[C:19]([CH:23]=[C:24]([F:27])[C:25]=1[F:26])[C:20]([NH:1][C:2]1[C:10]2[NH:9][C:8](=[O:11])[NH:7][C:6]=2[CH:5]=[C:4]([C:12]([F:15])([F:14])[F:13])[CH:3]=1)=[O:21]. Reported procedure: 4-Amino-6-trifluoromethyl-1,3-dihydro-benzoimidazol-2-one (2.17 g, 10 mmol, Example 61a) and 3,4,5-trifluoro-benzoic acid (1.94 g, 11 mmol, Aldrich) reacted under the conditions of Example 65 to give the title compound as a white solid. MS (ESI, pos. ion) m/e: 376 (M+1), (ESI, neg. ion) m/z: 374 (M−1)